Task: describe an organic reaction: reactants, conditions, products, and yield. Dataset: the Open Reaction Database (ORD), a public repository of structured organic reaction records Reactants: CC=1N=C2N3C1C(N(C3=CC=C2)CCC(CCN2C(C=3C(C2=O)=CC=CC3)=O)(C)C)=O (1,2-dihydro-3-methyl-[3,3-dimethyl-5-(phthalimido)pentan-1-yl]-1,4,7b-triazacyclopent[cd]inden-2-one). The solvent is C(C)O (ethanol). Yields the product CC=1N=C2N3C1C(N(C3=CC=C2)CCC(CCN)(C)C)=O (1,2-dihydro-3-methyl-1-[3,3-dimethyl-5-(amino)pentan-1-yl]-1,4,7b-triazacyclopent[cd]inden-2-one). Reaction SMILES: [CH3:1][C:2]1[N:3]=[C:4]2[CH:12]=[CH:11][CH:10]=[C:9]3[N:5]2[C:6]=1[C:7](=[O:31])[N:8]3[CH2:13][CH2:14][C:15]([CH3:30])([CH3:29])[CH2:16][CH2:17][N:18]1C(=O)C2=CC=CC=C2C1=O>C(O)C>[CH3:1][C:2]1[N:3]=[C:4]2[CH:12]=[CH:11][CH:10]=[C:9]3[N:5]2[C:6]=1[C:7](=[O:31])[N:8]3[CH2:13][CH2:14][C:15]([CH3:29])([CH3:30])[CH2:16][CH2:17][NH2:18]. Procedure: To a suspension of 1.25 g (3.0 mmol) of 1,2-dihydro-3-methyl-[3,3-dimethyl-5-(phthalimido)pentan-1-yl]-1,4,7b-triazacyclopent[cd]inden-2-one in 30 ml of ethanol was added, at room temperature, 0.44 ml (9.0 mmol) of hydrazinemonohydrate. The mixture was heated under reflux. The reaction mixture was cooled, and the resulting precipitates were filtered off. The solvent was distilled off. The residue was dissolved in chloroform. The solution was washed with a saturated aqueous solution of sodium hyd... Starting materials: C(C)(=O)N(C(=O)OCOC([C@H]([C@H](CC)C)NC(=O)OC(C)(C)C)=O)C[C@H]1CN(C(O1)=O)C1=CC(=C(C=C1)C1CCS(CC1)(=O)=O)F (2(S)-tert-butoxycarbonylamino-3(S)-methyl-pentanoic acid (acetyl-{3-[4-(1,1-dioxo-hexahydro-1λ6-thiopyran-4-yl)-3-fluoro-phenyl]-2-oxo-oxazolidin-5(R)-ylmethyl}-carbamoyloxy)-methyl ester), C1(=CC=CC=C1)OC (anisole), Cl (Hydrogen chloride). Run in C1CCOC1 (THF). Run at time 8 hour. Product: Cl.C(C)(=O)N(C(=O)OCOC([C@H]([C@H](CC)C)N)=O)C[C@H]1CN(C(O1)=O)C1=CC(=C(C=C1)C1CCS(CC1)(=O)=O)F (2(S)-amino-3(S)-methyl-pentanoic acid (acetyl-{3-[4-(1,1-dioxo-hexahydro-1λ6-thiopyran-4-yl)-3-fluoro-phenyl]-2-oxo-oxazolidin-5(R)-ylmethyl}-carbamoyloxy)-methyl ester hydrochloride). The yield is 52.0%. Reaction SMILES: [C:1]([N:4]([CH2:25][C@@H:26]1[O:30][C:29](=[O:31])[N:28]([C:32]2[CH:37]=[CH:36][C:35]([CH:38]3[CH2:43][CH2:42][S:41](=[O:45])(=[O:44])[CH2:40][CH2:39]3)=[C:34]([F:46])[CH:33]=2)[CH2:27]1)[C:5]([O:7][CH2:8][O:9][C:10](=[O:24])[C@@H:11]([NH:16]C(OC(C)(C)C)=O)[C@@H:12]([CH3:15])[CH2:13][CH3:14])=[O:6])(=[O:3])[CH3:2].C1(OC)C=CC=CC=1.[ClH:55]>C1COCC1>[ClH:55].[C:1]([N:4]([CH2:25][C@@H:26]1[O:30][C:29](=[O:31])[N:28]([C:32]2[CH:37]=[CH:36][C:35]([CH:38]3[CH2:39][CH2:40][S:41](=[O:44])(=[O:45])[CH2:42][CH2:43]3)=[C:34]([F:46])[CH:33]=2)[CH2:27]1)[C:5]([O:7][CH2:8][O:9][C:10](=[O:24])[C@@H:11]([NH2:16])[C@@H:12]([CH3:15])[CH2:13][CH3:14])=[O:6])(=[O:3])[CH3:2] |f:4.5|. Procedure details: 2(S)-tert-Butoxycarbonylamino-3(S)-methyl-pentanoic acid (acetyl-{3-[4-(1,1-dioxo-hexahydro-1λ6-thiopyran-4-yl)-3-fluoro-phenyl]-2-oxo-oxazolidin-5(R)-ylmethyl}-carbamoyloxy)-methyl ester (12f) (0.82 g, 1.23 mmol), anisole (0.2 mL) and THF (25 mL) are cooled to 0° C. Hydrogen chloride (4 M in dioxane, 9 mL, 36.8 mmol) is added in a dropwise manner. After complete addition, the ice-bath is removed and the mixture is stirred at RT overnight. Under reduced pressure, the mixture is concentrated to o...